This data is from the Open Reaction Database (ORD), a public repository of structured organic reaction records. The task is: describe an organic reaction: reactants, conditions, products, and yield Starting materials: ClC1=NC=C(C=C1C(=O)N[C@@H](C)C1=CC=C(C(=O)OC(C)(C)C)C=C1)Cl (tert-Butyl 4-((1S)-1-{[(2,5-dichloropyridin-3-yl)carbonyl]amino}ethyl)benzoate), FC1=C(C=C(C=C1)F)O (2,5-difluorophenol). As a reaction SMILES: Cl[C:2]1[C:7]([C:8]([NH:10][C@H:11]([C:13]2[CH:25]=[CH:24][C:16]([C:17]([O:19][C:20]([CH3:23])([CH3:22])[CH3:21])=[O:18])=[CH:15][CH:14]=2)[CH3:12])=[O:9])=[CH:6][C:5]([Cl:26])=[CH:4][N:3]=1.[F:27][C:28]1[CH:33]=[CH:32][C:31]([F:34])=[CH:30][C:29]=1[OH:35]>>[Cl:26][C:5]1[CH:6]=[C:7]([C:8]([NH:10][C@H:11]([C:13]2[CH:25]=[CH:24][C:16]([C:17]([O:19][C:20]([CH3:23])([CH3:22])[CH3:21])=[O:18])=[CH:15][CH:14]=2)[CH3:12])=[O:9])[C:2]([O:35][C:29]2[CH:30]=[C:31]([F:34])[CH:32]=[CH:33][C:28]=2[F:27])=[N:3][CH:4]=1. Product: ClC=1C=C(C(=NC1)OC1=C(C=CC(=C1)F)F)C(=O)N[C@@H](C)C1=CC=C(C(=O)OC(C)(C)C)C=C1 (tert-Butyl 4-[(1S)-1-({[5-chloro-2-(2,5-difluorophenoxy)pyridin-3-yl]carbonyl}amino)ethyl]benzoate). Reported procedure: The title compound was prepared according to the procedure described in step 2 of Example 45 from tert-butyl 4-((1S)-1-{[(2,5-dichloropyridin-3-yl)carbonyl]amino}ethyl)benzoate (step 1 of Example 45) and 2,5-difluorophenol: 1H-NMR (CDCl3) δ 8.54 (1H, d, J=2.6 Hz), 8.12 (1H, d, J=2.6 Hz), 8.00–7.87 (3H, m), 7.43–7.37 (2H, m), 7.25–7.11 (2H, m), 7.05–6.96 (1H, m), 5.42–5.32 (1H, m), 1.61–1.58 (12H, m); MS (ESI) m/z 489 (M+H)+, 487 (M−H)−. The reactants are C(C)(=O)O[Si](C)(C)C (acetoxytrimethylsilane), C(C(=C)C)(=O)O (methacrylic acid). The solvent is CCCCCC (hexane). Yields the product C(C(=C)C)(=O)O[Si](C)(C)C (trimethylsilyl methacrylate). Reaction SMILES: C(O[Si:5]([CH3:8])([CH3:7])[CH3:6])(=O)C.[C:9]([OH:14])(=[O:13])[C:10]([CH3:12])=[CH2:11]>CCCCCC>[C:9]([O:14][Si:5]([CH3:8])([CH3:7])[CH3:6])(=[O:13])[C:10]([CH3:12])=[CH2:11]. Reported procedure: 20 ml of acetoxytrimethylsilane and 11.4 ml of commercial methacrylic acid (ATOFINA Norsocryl® MAA) in 100 ml of hexane are mixed and heated. Azeotropic distillation of acetic acid affords trimethylsilyl methacrylate. Starting materials: C(C)OC(=O)N1CCC(CC1)(C=1SC=CC1)CNC(C1=C(C=CC=C1)OC)=O (4-[(2-Methoxy-benzoylamino)-methyl]-4-thiophen-2-yl-piperidine-1-carboxylic acid ethyl ester), CNC (dimethylamine), O1CCCC1 (tetrahydrofuran). Reaction conditions: temperature 65 celsius. The product is CN(C(=O)N1CCC(CC1)(C1=CC=CC=C1)CNC(C1=C(C=CC=C1)OC)=O)C (4-[(2-Methoxy-benzoylamino)-methyl]-4-phenyl-piperidine-1-carboxylic acid dimethylamide). Reaction SMILES: C([O:3][C:4]([N:6]1[CH2:11][CH2:10][C:9]([CH2:17][NH:18][C:19](=[O:28])[C:20]2[CH:25]=[CH:24][CH:23]=[CH:22][C:21]=2[O:26][CH3:27])([C:12]2S[CH:14]=[CH:15][CH:16]=2)[CH2:8][CH2:7]1)=O)C.[CH3:29][NH:30][CH3:31].O1CC[CH2:34][CH2:33]1>>[CH3:29][N:30]([CH3:31])[C:4]([N:6]1[CH2:7][CH2:8][C:9]([CH2:17][NH:18][C:19](=[O:28])[C:20]2[CH:25]=[CH:24][CH:23]=[CH:22][C:21]=2[O:26][CH3:27])([C:12]2[CH:34]=[CH:33][CH:14]=[CH:15][CH:16]=2)[CH2:10][CH2:11]1)=[O:3]. Reported procedure: Compound 2 (0.050 g; 0.10 mmol) was treated with 2 M dimethylamine in tetrahydrofuran (2 mL) and heated to 65° C. in a sealed tube for 12 h. The solvent was removed by rotary evaporation and the crude residue was purified by preparative reverse phase HPLC to give 0.018 g of the title compound as a white solid. LRMS m/z 396 (M+H)+. The reactants are C(C)OC(CCN(C1(CC2CCC(C1)O2)C(NO)=O)S(=O)(=O)C2=CC=C(C=C2)OC2=CC=C(C=C2)F)=O (3-[[4-(4-Fluoro-phenoxy)-benzenesulfonyl]-(3-hydroxycarbamoyl-8-oxa-bicyclo[3.2.1]oct-3-yl)-amino]-propionic acid ethyl ester), C1(=CC=CC=C1)C (toluene), [OH-].[Na+] (sodium hydroxide), O (water). Solvent: ClCCl (dichloromethane). Conditions: temperature 0 celsius, time 15 minute. Product: FC1=CC=C(OC2=CC=C(C=C2)S(=O)(=O)N(CCC(=O)O)C2(CC3CCC(C2)O3)C(NO)=O)C=C1 (3-[[4-(4-Fluoro-phenoxy)-benzenesulfonyl]-(3-hydroxycarbamoyl-8-oxa-bicyclo[3.2.1]oct-3-yl)-amino]-propionic acid). Reaction SMILES: C([O:3][C:4](=[O:37])[CH2:5][CH2:6][N:7]([S:20]([C:23]1[CH:28]=[CH:27][C:26]([O:29][C:30]2[CH:35]=[CH:34][C:33]([F:36])=[CH:32][CH:31]=2)=[CH:25][CH:24]=1)(=[O:22])=[O:21])[C:8]1([C:16](=[O:19])[NH:17][OH:18])[CH2:14][CH:13]2[O:15][CH:10]([CH2:11][CH2:12]2)[CH2:9]1)C.C1(C)C=CC=CC=1.O.[OH-].[Na+]>ClCCl>[F:36][C:33]1[CH:32]=[CH:31][C:30]([O:29][C:26]2[CH:27]=[CH:28][C:23]([S:20]([N:7]([C:8]3([C:16](=[O:19])[NH:17][OH:18])[CH2:9][CH:10]4[O:15][CH:13]([CH2:12][CH2:11]4)[CH2:14]3)[CH2:6][CH2:5][C:4]([OH:37])=[O:3])(=[O:21])=[O:22])=[CH:24][CH:25]=2)=[CH:35][CH:34]=1 |f:3.4|. Reported procedure: A solution of 15.1 mmoles of the product from Step G in dichloromethane is concentrated by rotary evaporation with the addition of 75 mL of toluene. This solution is treated with 75 mL of water, cooled to 0° C., and treated with 6.05 g (151 mmol, 10 equivalents) of sodium hydroxide pellets over 10 minutes with vigorous stirring. This mixture is stirred for 15 minutes at 0° C. and warmed to ambient temperature over one hour. The aqueous phase is separated, diluted with 7.5 mL of tetrahydrofuran, ... Reactants: Clc1cnc2[nH]cc(Br)c2c1, CN(C)C=O, [H-], [Na+], O, Cc1ccc(S(=O)(=O)Cl)cc1. Product: Cc1ccc(S(=O)(=O)n2cc(Br)c3cc(Cl)cnc32)cc1. As a reaction SMILES: [Br:3][c:4]1[cH:5][nH:6][c:7]2[n:8][cH:9][c:10]([Cl:13])[cH:11][c:12]12.[CH3:26][N:27]([CH3:28])[CH:29]=[O:30].[H-:1].[Na+:2].[OH2:25].[S:14](=[O:15])(=[O:16])([c:17]1[cH:18][cH:19][c:20]([CH3:21])[cH:22][cH:23]1)[Cl:24]>>[Br:3][c:4]1[cH:5][n:6]([S:14](=[O:15])(=[O:16])[c:17]2[cH:18][cH:19][c:20]([CH3:21])[cH:22][cH:23]2)[c:7]2[n:8][cH:9][c:10]([Cl:13])[cH:11][c:12]12. The reactants are CC[Si](CC)(CC)c1[nH]c2ccc(C(F)(F)F)cc2c1CCBr, [N-]=[N+]=[N-], [Na+], CN(C)C=O. Yields the product CC[Si](CC)(CC)c1[nH]c2ccc(C(F)(F)F)cc2c1CCN=[N+]=[N-]. Reaction SMILES: [Br:1][CH2:2][CH2:3][c:4]1[c:5]([Si:17]([CH2:18][CH3:19])([CH2:20][CH3:21])[CH2:22][CH3:23])[nH:6][c:7]2[cH:8][cH:9][c:10]([C:13]([F:14])([F:15])[F:16])[cH:11][c:12]12.[N-:25]=[N+:26]=[N-:27].[Na+:24].[O:28]=[CH:29][N:30]([CH3:31])[CH3:32]>>[CH2:2]([CH2:3][c:4]1[c:5]([Si:17]([CH2:18][CH3:19])([CH2:20][CH3:21])[CH2:22][CH3:23])[nH:6][c:7]2[cH:8][cH:9][c:10]([C:13]([F:14])([F:15])[F:16])[cH:11][c:12]12)[N:25]=[N+:26]=[N-:27]. Starting materials: C(C)(C)(C)[Si](OCCC(CC(C[N+](=O)[O-])C1C(NC2=CC(=CC=C12)Cl)=O)(C)C)(C)C (racemic 3-[5-(tert-butyl-dimethyl-silanyloxy)-3,3-dimethyl-1-nitromethyl-pentyl]-6-chloro-1,3-dihydro-indol-2-one), [Cl-].[NH4+] (ammonium chloride). The reagents and catalysts are [Zn] (Zinc). Run in CO (methanol). Reaction conditions: time 2 hour. Yields the product NCC(CC(CCO[Si](C)(C)C(C)(C)C)(C)C)C1C(NC2=CC(=CC=C12)Cl)=O (racemic 3-[1-aminomethyl-5-(tert-butyl-dimethyl-silanyloxy)-3,3-dimethyl-pentyl]-6-chloro-1,3-dihydro-indol-2-one). Yield: 85.5%. As a reaction SMILES: [C:1]([Si:5]([CH3:30])([CH3:29])[O:6][CH2:7][CH2:8][C:9]([CH3:28])([CH3:27])[CH2:10][CH:11]([CH:16]1[C:24]2[C:19](=[CH:20][C:21]([Cl:25])=[CH:22][CH:23]=2)[NH:18][C:17]1=[O:26])[CH2:12][N+:13]([O-])=O)([CH3:4])([CH3:3])[CH3:2].[Cl-].[NH4+]>CO.[Zn]>[NH2:13][CH2:12][CH:11]([CH:16]1[C:24]2[C:19](=[CH:20][C:21]([Cl:25])=[CH:22][CH:23]=2)[NH:18][C:17]1=[O:26])[CH2:10][C:9]([CH3:28])([CH3:27])[CH2:8][CH2:7][O:6][Si:5]([C:1]([CH3:2])([CH3:3])[CH3:4])([CH3:30])[CH3:29] |f:1.2|. Procedure: To a solution of racemic 3-[5-(tert-butyl-dimethyl-silanyloxy)-3,3-dimethyl-1-nitromethyl-pentyl]-6-chloro-1,3-dihydro-indol-2-one (0.5 g, 1.1 mmol) in methanol (20 mL) was added an aqueous solution (5 mL) of ammonium chloride (0.6 g, 11 mmol), followed by the addition of Zinc (Aldrich, activated) (0.7 g, 11 mmol). The reaction mixture was stirred at room temperature for 2 h. The mixture was filtered through a short pad of celite. The filtrate was concentrated to a small volume, then the residue... Reaction SMILES: [CH3:26][c:27]1[cH:28][cH:29][cH:30][cH:31][cH:32]1.[Cl:12][c:13]1[cH:14][c:15]([Cl:25])[cH:16][c:17]([C:19](=[CH2:20])[C:21]([F:22])([F:23])[F:24])[cH:18]1.[OH:1][N:2]=[C:3]([c:4]1[cH:5][cH:6][c:7]([CH3:10])[cH:8][cH:9]1)[Cl:11]>>[O:1]1[N:2]=[C:3]([c:4]2[cH:5][cH:6][c:7]([CH3:10])[cH:8][cH:9]2)[CH2:20][C:19]1([c:17]1[cH:16][c:15]([Cl:25])[cH:14][c:13]([Cl:12])[cH:18]1)[C:21]([F:22])([F:23])[F:24]. Reactants: Cc1ccccc1, C=C(c1cc(Cl)cc(Cl)c1)C(F)(F)F, Cc1ccc(C(Cl)=NO)cc1. The product is Cc1ccc(C2=NOC(c3cc(Cl)cc(Cl)c3)(C(F)(F)F)C2)cc1. The reactants are OCC(=O)C1=CC=CC=C1 (2-hydroxyacetophenone), N1=CC=C(C=C1)C=O (pyridine-4-carbaldehyde), [OH-].[Na+] (sodium hydroxide), Cl (hydrochloric acid). The solvent is C(C)O (ethanol). Yields the product OC1=C(C=CC=C1)C(CC(O)C1=CC=NC=C1)=O (1-(2-hydroxyphenyl) 3-(4-pyridyl) 3-hydroxy 1-propanone). Reaction SMILES: [OH-:1].[Na+].O[CH2:4][C:5]([C:7]1[CH:12]=[CH:11][CH:10]=[CH:9][CH:8]=1)=[O:6].[N:13]1[CH:18]=[CH:17][C:16]([CH:19]=[O:20])=[CH:15][CH:14]=1.Cl>C(O)C>[OH:1][C:12]1[CH:11]=[CH:10][CH:9]=[CH:8][C:7]=1[C:5](=[O:6])[CH2:4][CH:19]([C:16]1[CH:17]=[CH:18][N:13]=[CH:14][CH:15]=1)[OH:20] |f:0.1|. Reported procedure: According to the method of Corvaisier (Bull. Soc. Chim. Fr. 1962, 528) 15 ml of an 11 N aqueous sodium hydroxide solution are added to a solution of 24 g of 2-hydroxyacetophenone and 21 g of pyridine-4-carbaldehyde in 130 ml of absolute ethanol maintained an ambient temperature. An abundant yellow precipitate forms at first which then gradually dissolves. After two hours at ambient temperature the mixture is adjusted to pH 1 by means of hydrochloric acid. The yellow precipitate obtained is filte...